From a dataset of the Open Reaction Database (ORD), a public repository of structured organic reaction records. describe an organic reaction: reactants, conditions, products, and yield Starting materials: ClC1=C(C#N)C=CC(=C1)F (2-chloro-4-fluorobenzonitrile), CC(C)S (2-propanethiol). Yields the product ClC1=C(C#N)C=CC(=C1)SC(C)C (2-chloro-4-(isopropylthio)benzonitrile). RXN SMILES: [Cl:1][C:2]1[CH:9]=[C:8](F)[CH:7]=[CH:6][C:3]=1[C:4]#[N:5].[CH3:11][CH:12]([SH:14])[CH3:13]>>[Cl:1][C:2]1[CH:9]=[C:8]([S:14][CH:12]([CH3:13])[CH3:11])[CH:7]=[CH:6][C:3]=1[C:4]#[N:5]. Reported procedure: 2 g of 2-chloro-4-fluorobenzonitrile was used in Procedure Q with 2-propanethiol to afford 2-chloro-4-(isopropylthio)benzonitrile. 1.6 g of 2-chloro-4-(isopropythio)benzonitrile was reacted via Procedure T to give 2-chloro-4-(isopropylthio)benzoic acid. 1 g of 2-chloro-4-(isopropylthio)benzoic acid was reacted via Procedure R to give 2-chloro-4-(isopropylsulfonyl)benzoic acid. 75 mg of 4-chloro-3-(pyridin-2-yl)aniline was coupled to 2-chloro-4-(isopropylsulfonyl)benzoic acid via Procedure G. The... Starting materials: CC(C)CCn1c(Cn2c(=O)n(C3CC3)c(=O)c3ccccc32)nc2cc(CNC(=O)OC(C)(C)C)ccc21, COC(=O)c1ccc2c(c1)nc(CCl)n2CCC(C)C, O=c1[nH]c2ccccc2c(=O)n1C1CC1, Cl, O. Yields the product COC(=O)c1ccc2c(c1)nc(Cn1c(=O)n(C3CC3)c(=O)c3ccccc31)n2CCC(C)C. Reaction SMILES: [C:1]([O:2][C:3](=[O:4])[NH:5][CH2:6][c:9]1[cH:10][c:11]2[c:12]([n:13]([CH2:32][CH2:33][CH:34]([CH3:35])[CH3:36])[c:14]([CH2:16][n:17]3[c:18](=[O:31])[n:19]([CH:28]4[CH2:29][CH2:30]4)[c:20](=[O:27])[c:21]4[cH:22][cH:23][cH:24][cH:25][c:26]34)[n:15]2)[cH:37][cH:38]1)([CH3:7])([CH3:8])[CH3:39].[CH3:55][O:56][C:57](=[O:58])[c:59]1[cH:60][cH:61][c:62]2[n:63]([CH2:64][CH2:65][CH:66]([CH3:67])[CH3:68])[c:69]([CH2:70][Cl:71])[n:72][c:73]2[cH:74]1.[CH:40]1([n:41]2[c:42](=[O:43])[c:44]3[c:45]([cH:46][cH:47][cH:48][cH:49]3)[nH:50][c:51]2=[O:52])[CH2:53][CH2:54]1.[ClH:75].[OH2:76]>>[c:9]1([C:57]([O:56][CH3:55])=[O:58])[cH:10][c:11]2[c:12]([n:13]([CH2:32][CH2:33][CH:34]([CH3:35])[CH3:36])[c:14]([CH2:16][n:17]3[c:18](=[O:31])[n:19]([CH:28]4[CH2:29][CH2:30]4)[c:20](=[O:27])[c:21]4[cH:22][cH:23][cH:24][cH:25][c:26]34)[n:15]2)[cH:37][cH:38]1.